This data is from the Open Reaction Database (ORD), a public repository of structured organic reaction records. The task is: describe an organic reaction: reactants, conditions, products, and yield Reactants: CN=C=O, CCN(C(C)C)C(C)C, ClCCl, Cl, CCOC(=O)C1CNCCC1=O. Yields the product CCOC(=O)C1CN(C(=O)NC)CCC1=O. As a reaction SMILES: [CH3:23][N:24]=[C:25]=[O:26].[CH:14]([N:15]([CH:16]([CH3:17])[CH3:18])[CH2:19][CH3:20])([CH3:21])[CH3:22].[Cl:27][CH2:28][Cl:29].[ClH:1].[NH:2]1[CH2:3][CH:4]([C:9](=[O:10])[O:11][CH2:12][CH3:13])[C:5](=[O:8])[CH2:6][CH2:7]1>>[N:2]1([C:25]([NH:24][CH3:23])=[O:26])[CH2:3][CH:4]([C:9](=[O:10])[O:11][CH2:12][CH3:13])[C:5](=[O:8])[CH2:6][CH2:7]1. The reactants are FC1=C(C=CC=C1)C(CN)C1=CNC2=CC(=CC=C12)N1CCOCC1 (2-(2-fluorophenyl)-2-(6-morpholino-1H-indol-3-yl)ethanamine), O=CC(=O)OCC (ethyl 2-oxoacetate), C1(=CC=CC=C1)C (toluene), Cl (hydrogen chloride). The solvent is O1CCOCC1 (1,4-dioxane), C(C)(=O)OCC.CCCCCC (ethyl acetate hexane). Run at time 16 hour. Yields the product FC1=C(C=CC=C1)C1=CN=C(C=2NC3=CC(=CC=C3C21)N2CCOCC2)C(=O)OCC (Ethyl 4-(2-fluorophenyl)-7-morpholino-9H-pyrido[3,4-b]indole-1-carboxylate). Yield: 41.6%. Reaction SMILES: [F:1][C:2]1[CH:7]=[CH:6][CH:5]=[CH:4][C:3]=1[CH:8]([C:11]1[C:19]2[C:14](=[CH:15][C:16]([N:20]3[CH2:25][CH2:24][O:23][CH2:22][CH2:21]3)=[CH:17][CH:18]=2)[NH:13][CH:12]=1)[CH2:9][NH2:10].O=[CH:27][C:28]([O:30][CH2:31][CH3:32])=[O:29].C1(C)C=CC=CC=1.Cl>O1CCOCC1.C(OCC)(=O)C.CCCCCC>[F:1][C:2]1[CH:7]=[CH:6][CH:5]=[CH:4][C:3]=1[C:8]1[C:11]2[C:19]3[C:14](=[CH:15][C:16]([N:20]4[CH2:21][CH2:22][O:23][CH2:24][CH2:25]4)=[CH:17][CH:18]=3)[NH:13][C:12]=2[C:27]([C:28]([O:30][CH2:31][CH3:32])=[O:29])=[N:10][CH:9]=1 |f:5.6|. Reported procedure: To a solution of 2-(2-fluorophenyl)-2-(6-morpholino-1H-indol-3-yl)ethanamine (0.181 g, 0.533 mmol) and ethyl 2-oxoacetate in toluene (50%) (0.233 mL, 1.173 mmol) in 1,4-dioxane (18 mL) at room temperature was added hydrogen chloride (4 N in 1,4-dioxane) (0.267 mL, 1.067 mmol). The solution turned heterogeneous and it was stirred at room temperature for 16 hr. The volatiles were removed under vacuum. The residue was diluted with water (20 mL), basified with saturated NaHCO3 solution to pH 10, and... Product: CCOC(=O)C1CCC(=O)N1Cc1ccccc1C(F)(F)F. RXN SMILES: [Br:17][CH2:18][c:19]1[c:20]([C:25]([F:26])([F:27])[F:28])[cH:21][cH:22][cH:23][cH:24]1.[K+:29].[K+:30].[O-:31][C:32]([O-:33])=[O:34].[O:12]=[CH:13][N:14]([CH3:15])[CH3:16].[O:1]=[C:2]1[CH2:3][CH2:4][CH:5]([C:7](=[O:8])[O:9][CH2:10][CH3:11])[NH:6]1.[O:35]1[CH2:36][CH2:37][O:38][CH2:39][CH2:40][O:41][CH2:42][CH2:43][O:44][CH2:45][CH2:46][O:47][CH2:48][CH2:49][O:50][CH2:51][CH2:52]1.[OH2:53]>>[O:1]=[C:2]1[CH2:3][CH2:4][CH:5]([C:7](=[O:8])[O:9][CH2:10][CH3:11])[N:6]1[CH2:18][c:19]1[c:20]([C:25]([F:26])([F:27])[F:28])[cH:21][cH:22][cH:23][cH:24]1. Starting materials: FC(F)(F)c1ccccc1CBr, [K+], [K+], O=C([O-])[O-], CN(C)C=O, CCOC(=O)C1CCC(=O)N1, C1COCCOCCOCCOCCOCCO1, O. The reactants are ClC=1C=NC(=NC1)OC1=C(C=C(C=C1)N=C=O)C (4-(5-chloro-2-pyrimidinyloxy)-3-methylphenyl isocyanate), CN(C1=C(C(=O)N)C=CC=C1)C (2-(dimethylamino)benzamide). Solvent: C1(=CC=CC=C1)C (toluene). The product is ClC=1C=NC(=NC1)OC1=C(C=C(C=C1)NC(=O)NC(C1=C(C=CC=C1)N(C)C)=O)C (N-[4-(5-chloro-2-pyrimidinyloxy)-3methylphenyl]-N'-[2-(dimethylamino)benzoyl]urea). Reaction SMILES: [Cl:1][C:2]1[CH:3]=[N:4][C:5]([O:8][C:9]2[CH:14]=[CH:13][C:12]([N:15]=[C:16]=[O:17])=[CH:11][C:10]=2[CH3:18])=[N:6][CH:7]=1.[CH3:19][N:20]([CH3:30])[C:21]1[CH:29]=[CH:28][CH:27]=[CH:26][C:22]=1[C:23]([NH2:25])=[O:24]>C1(C)C=CC=CC=1>[Cl:1][C:2]1[CH:7]=[N:6][C:5]([O:8][C:9]2[CH:14]=[CH:13][C:12]([NH:15][C:16]([NH:25][C:23](=[O:24])[C:22]3[CH:26]=[CH:27][CH:28]=[CH:29][C:21]=3[N:20]([CH3:19])[CH3:30])=[O:17])=[CH:11][C:10]=2[CH3:18])=[N:4][CH:3]=1. Procedure details: A solution of a mixture comprising 3.33 g of 4-(5-chloro-2-pyrimidinyloxy)-3-methylphenyl isocyanate, 2.1 g of 2-(dimethylamino)benzamide and 30 ml of toluene, was reacted at 100° C. for 4 hours. Starting materials: CCCCCNc1cc(C(=O)OCCCCC)cc(S(N)(=O)=O)c1Oc1ccccc1, Cl, [Na+], [OH-]. The product is CCCCCNc1cc(C(=O)O)cc(S(N)(=O)=O)c1Oc1ccccc1. As a reaction SMILES: [CH2:1]([CH2:2][CH2:3][CH2:4][CH3:5])[NH:6][c:7]1[cH:8][c:9]([C:10](=[O:11])[O:12][CH2:13][CH2:14][CH2:15][CH2:16][CH3:17])[cH:18][c:19]([S:28]([NH2:29])(=[O:30])=[O:31])[c:20]1[O:21][c:22]1[cH:23][cH:24][cH:25][cH:26][cH:27]1.[ClH:32].[Na+:34].[OH-:33]>>[CH2:1]([CH2:2][CH2:3][CH2:4][CH3:5])[NH:6][c:7]1[cH:8][c:9]([C:10](=[O:11])[OH:12])[cH:18][c:19]([S:28]([NH2:29])(=[O:30])=[O:31])[c:20]1[O:21][c:22]1[cH:23][cH:24][cH:25][cH:26][cH:27]1. The reactants are O (water), CC1=CC2=C(NN=N2)C=C1 (5-methylbenzotriazole), [OH-].[Na+] (sodium hydroxide), C(C)O (ethanol), aqueous solution, [N+](=O)([O-])[O-].[Ag+] (silver nitrate). Yields the product [Ag].CC1=CC=CC=2NN=NC21 (methylbenzotriazole silver salt). As a reaction SMILES: O.C[C:3]1[CH:11]=[CH:10][C:6]2[NH:7][N:8]=[N:9][C:5]=2[CH:4]=1.[OH-].[Na+].[N+]([O-])([O-])=O.[Ag+:18].[CH2:19](O)C>>[Ag:18].[CH3:19][C:10]1[C:6]2[N:7]=[N:8][NH:9][C:5]=2[CH:4]=[CH:3][CH:11]=1 |f:2.3,4.5,7.8|. Reported procedure: In a mixed solvent of water (200 ml) and ethanol (200 ml), 60 g of 5-methylbenzotriazole and 17.6 g of sodium hydroxide were added. To the stirred solution, 100 ml of an aqueous solution of 4N silver nitrate. The resulting mixture was subjected to filtration and the solid residue was thoroughly washed first with water, then with methanol, so as to obtain a high-purity solid methylbenzotriazole silver salt emulsion that was free of any excess unreacted matter. Starting materials: O=S1(=O)CCCCO1, CN(C)c1ccc(N=Nc2nccs2)cc1, C1CCOC1. Product: CN(C)c1ccc(N=Nc2scc[n+]2CCCCS(=O)(=O)[O-])cc1. RXN SMILES: [CH2:17]1[CH2:18][CH2:19][CH2:20][O:21][S:22]1(=[O:23])=[O:24].[CH3:1][N:2]([c:3]1[cH:4][cH:5][c:6]([N:9]=[N:10][c:11]2[s:12][cH:13][cH:14][n:15]2)[cH:7][cH:8]1)[CH3:16].[O:25]1[CH2:26][CH2:27][CH2:28][CH2:29]1>>[CH3:1][N:2]([c:3]1[cH:4][cH:5][c:6]([N:9]=[N:10][c:11]2[s:12][cH:13][cH:14][n+:15]2[CH2:20][CH2:19][CH2:18][CH2:17][S:22](=[O:21])(=[O:23])[O-:24])[cH:7][cH:8]1)[CH3:16]. Reactants: O=C1C[C@H]2OC(=CN12)C=C ((5R)-7-Oxo-3-vinyl-4-oxa-1-azabicyclo[3.2.0] hept-2-ene), SC1=CC=C(C=C1)O (p-mercaptophenol), C(C1=CC=CC=C1)(=O)OOC(C1=CC=CC=C1)=O (benzoyl peroxide). Solvent: O1CCCC1 (tetrahydrofuran), C(C)(=O)OCC (ethyl acetate). Yields the product OC1=CC=C(C=C1)SC\C=C/1\CN2C(C[C@H]2O1)=O ((Z)-(5R)-3-[2-(p-Hydroxyphenylthio)ethylidene]-4-oxa-1-azabicyclo[3.2.0]heptan-7-one), solid. As a reaction SMILES: [O:1]=[C:2]1[N:8]2[C@H:4]([O:5][C:6]([CH:9]=[CH2:10])=[CH:7]2)[CH2:3]1.[SH:11][C:12]1[CH:17]=[CH:16][C:15]([OH:18])=[CH:14][CH:13]=1.C(OOC(=O)C1C=CC=CC=1)(=O)C1C=CC=CC=1>O1CCCC1.C(OCC)(=O)C>[OH:18][C:15]1[CH:16]=[CH:17][C:12]([S:11][CH2:10]/[CH:9]=[C:6]2/[CH2:7][N:8]3[C@H:4]([O:5]/2)[CH2:3][C:2]3=[O:1])=[CH:13][CH:14]=1. Reported procedure: (5R)-7-Oxo-3-vinyl-4-oxa-1-azabicyclo[3.2.0] hept-2-ene (2.5 mmole) in dry tetrahydrofuran (20 ml) was treated with p-mercaptophenol (650 mg) and benzoyl peroxide (10 mg). The resulting solution was stirred under dry nitrogen while being irradiated using a 200 W bulb placed 1" from the reaction vessel for 1 hour. (The temperature of the solution was 25°-30° during this period). The mixture was diluted with ethyl acetate (100 ml) and was washed with water (3×30 ml) and saturated brine (30 ml). Th... As a reaction SMILES: Br[C:2]1[CH:11]=[CH:10][C:5]2[C:6](=[O:9])[O:7][CH2:8][C:4]=2[CH:3]=1.[C:12]([O:16][C:17](=[O:21])[CH2:18][Zn]Cl)([CH3:15])([CH3:14])[CH3:13]>C1COCC1>[O:9]=[C:6]1[C:5]2[CH:10]=[CH:11][C:2]([CH2:18][C:17]([O:16][C:12]([CH3:15])([CH3:14])[CH3:13])=[O:21])=[CH:3][C:4]=2[CH2:8][O:7]1. The reactants are BrC1=CC2=C(C(OC2)=O)C=C1 (5-bromo-2-benzofuran-1(3H)-one), palladium tetrakis triphenylphosphine, C(C)(C)(C)OC(C[Zn]Cl)=O ((2-tert-butoxy-2-oxoethyl) (chloro) zinc). Procedure: To a 20 mL microwave tube charged with 5-bromo-2-benzofuran-1(3H)-one (500 mg, 2.35 mmol) and palladium tetrakis triphenylphosphine (136 mg, 0.117 mmol) in THF (5 mL) was added (2-tert-butoxy-2-oxoethyl) (chloro) zinc (6.57 mL, 0.5 M, 3.29 mmol). The mixture was purged with nitrogen 3 times, and heated to 105° C. for 30 minutes in a microwave reactor. The reaction mixture was poured into water and filtered then extracted with ethyl acetate twice. The organic layer was ashed with brine, dried, an... The product is O=C1OCC2=C1C=CC(=C2)CC(=O)OC(C)(C)C (tert-butyl (1-oxo-1,3-dihydro-2-benzofuran-5-yl)acetate). Conditions: temperature 105 celsius. Solvent: C1CCOC1 (THF).